Dataset: the Open Reaction Database (ORD), a public repository of structured organic reaction records. Task: describe an organic reaction: reactants, conditions, products, and yield Starting materials: CCN=C=NCCCN(C)C, CCN(C(C)C)C(C)C, Cl, O=C(O)C(F)(F)F, O=C(O)c1ccc([N+](=O)[O-])o1, NCC(=O)N1CCN(C(=O)c2ccccc2C(F)(F)F)CC1, CN(C)C=O, O, On1nnc2ccccc21. Product: O=C(NCC(=O)N1CCN(C(=O)c2ccccc2C(F)(F)F)CC1)c1ccc([N+](=O)[O-])o1. As a reaction SMILES: [CH3:49][CH2:50][N:51]=[C:52]=[N:53][CH2:54][CH2:55][CH2:56][N:57]([CH3:58])[CH3:59].[CH:1]([N:2]([CH2:3][CH3:4])[CH:5]([CH3:6])[CH3:7])([CH3:8])[CH3:9].[ClH:60].[F:32][C:33]([F:34])([F:35])[C:36]([OH:37])=[O:38].[N+:61](=[O:62])([O-:63])[c:64]1[cH:65][cH:66][c:67]([C:69](=[O:70])[OH:71])[o:68]1.[NH2:10][CH2:11][C:12](=[O:13])[N:14]1[CH2:15][CH2:16][N:17]([C:20]([c:21]2[c:22]([C:27]([F:28])([F:29])[F:30])[cH:23][cH:24][cH:25][cH:26]2)=[O:31])[CH2:18][CH2:19]1.[O:72]=[CH:73][N:74]([CH3:75])[CH3:76].[OH2:77].[OH:39][n:40]1[c:41]2[c:42]([cH:43][cH:44][cH:45][cH:46]2)[n:47][n:48]1>>[NH:10]([CH2:11][C:12](=[O:13])[N:14]1[CH2:15][CH2:16][N:17]([C:20]([c:21]2[c:22]([C:27]([F:28])([F:29])[F:30])[cH:23][cH:24][cH:25][cH:26]2)=[O:31])[CH2:18][CH2:19]1)[C:69]([c:67]1[cH:66][cH:65][c:64]([N+:61](=[O:62])[O-:63])[o:68]1)=[O:70]. The reactants are [OH-].[NH4+] (amrnonium hydroxide), C1(C=2C(C(N1C(CC(=O)O)C1=CC(=C(C=C1)OCC1=CC=CC=C1)OC)=O)=CC=CC2)=O (3-phthalimido-3-(4-benzyloxy-3-methoxyphenyl)propionic acid), C(=O)(N1C=NC=C1)N1C=NC=C1 (carbonyldiimidazole), CN(C)C1=NC=CC=C1 (dimethylaminopyridine). Solvent: O1CCCC1 (tetrahydrofuran). Run at time 15 minute. Yields the product C1(C=2C(C(N1C(CC(=O)N)C1=CC(=C(C=C1)OCC1=CC=CC=C1)OC)=O)=CC=CC2)=O (3-phthalimido-3-(4-benzyloxy-3-methoxyphenyl)propionamide). Isolated yield 64.6%. As a reaction SMILES: [C:1]1(=[O:32])[N:5]([CH:6]([C:11]2[CH:16]=[CH:15][C:14]([O:17][CH2:18][C:19]3[CH:24]=[CH:23][CH:22]=[CH:21][CH:20]=3)=[C:13]([O:25][CH3:26])[CH:12]=2)[CH2:7][C:8](O)=[O:9])[C:4](=[O:27])[C:3]2=[CH:28][CH:29]=[CH:30][CH:31]=[C:2]12.C(N1C=CN=C1)([N:35]1C=CN=C1)=O.CN(C1C=CC=CN=1)C.[OH-].[NH4+]>O1CCCC1>[C:1]1(=[O:32])[N:5]([CH:6]([C:11]2[CH:16]=[CH:15][C:14]([O:17][CH2:18][C:19]3[CH:24]=[CH:23][CH:22]=[CH:21][CH:20]=3)=[C:13]([O:25][CH3:26])[CH:12]=2)[CH2:7][C:8]([NH2:35])=[O:9])[C:4](=[O:27])[C:3]2=[CH:28][CH:29]=[CH:30][CH:31]=[C:2]12 |f:3.4|. Procedure details: A mixture of 3-phthalimido-3-(4-benzyloxy-3-methoxyphenyl)propionic acid (1.00 g, 2.32 mmol), carbonyldiimidazole (0.406 g, 2.50 mmol) and a catalytic amount of dimethylaminopyridine in 20 mL of dry tetrahydrofuran under nitrogen was stirred for 1 hour. To the reaction solution was then added 0.25 mL of concentrated amrnonium hydroxide. After 15 minutes, the reaction mixture was concentrated in vacuo to an oil which was diluted with 20 mL of water and stirred overnight. The resulting slurry was ... Reported procedure: A stirred solution of 2.0 grams (0.011 mole) of 2-methyl-3-(pyrrol-1-yl)phenylmethanol (prepared in Example 2), and 0.9 gram (0.011 mole) of pyridine in 30 ml of toluene was warmed to 50° C. Under a dry-nitrogen atmosphere 2.8 grams (0.011 mole) of cis-3-(2-chloro-3,3,3-trifluoro-1-propenyl)-2,2-dimethylcyclopropanecarbonyl chloride in 2 ml of toluene was added in one portion. The addition caused an exothermic reaction which raised the reaction mixture temperature from 50° C. to 55° C. Upon comp... Run at temperature 60 celsius, time 2.5 hour. Yields the product ClC(=C[C@H]1C([C@H]1C(=O)OCC1=C(C(=CC=C1)N1C=CC=C1)C)(C)C)C(F)(F)F ([2-methyl-3-(pyrrol-1-yl)phenyl]methyl cis-3-(2-chloro-3,3,3-trifluoro-1-propenyl)-2,2-dimethylcyclopropanecarboxylate). Reactants: atmosphere, ClC(=C[C@H]1C([C@H]1C(=O)Cl)(C)C)C(F)(F)F (cis-3-(2-chloro-3,3,3-trifluoro-1-propenyl)-2,2-dimethylcyclopropanecarbonyl chloride), CCCCCCC (heptane), CC1=C(C=CC=C1N1C=CC=C1)CO (2-methyl-3-(pyrrol-1-yl)phenylmethanol), N1=CC=CC=C1 (pyridine). As a reaction SMILES: [CH3:1][C:2]1[C:7]([N:8]2[CH:12]=[CH:11][CH:10]=[CH:9]2)=[CH:6][CH:5]=[CH:4][C:3]=1[CH2:13][OH:14].N1C=CC=CC=1.[Cl:21][C:22]([C:32]([F:35])([F:34])[F:33])=[CH:23][C@@H:24]1[C@H:26]([C:27](Cl)=[O:28])[C:25]1([CH3:31])[CH3:30].CCCCCCC>C1(C)C=CC=CC=1>[Cl:21][C:22]([C:32]([F:33])([F:34])[F:35])=[CH:23][C@@H:24]1[C@H:26]([C:27]([O:14][CH2:13][C:3]2[CH:4]=[CH:5][CH:6]=[C:7]([N:8]3[CH:12]=[CH:11][CH:10]=[CH:9]3)[C:2]=2[CH3:1])=[O:28])[C:25]1([CH3:31])[CH3:30]. The solvent is C1(=CC=CC=C1)C (toluene), C1(=CC=CC=C1)C (toluene). The reactants are COC(=O)C(CC1CCCCC1)OC(=O)N1CCOCC1, [Li+], C1COCCO1, [OH-], O, O. The product is O=C(O)C(CC1CCCCC1)OC(=O)N1CCOCC1. RXN SMILES: [CH:4]1([CH2:10][CH:11]([C:12](=[O:13])[O:14][CH3:15])[O:16][C:17](=[O:18])[N:19]2[CH2:20][CH2:21][O:22][CH2:23][CH2:24]2)[CH2:5][CH2:6][CH2:7][CH2:8][CH2:9]1.[Li+:3].[O:26]1[CH2:27][CH2:28][O:29][CH2:30][CH2:31]1.[OH-:2].[OH2:1].[OH2:25]>>[CH:4]1([CH2:10][CH:11]([C:12](=[O:13])[OH:14])[O:16][C:17](=[O:18])[N:19]2[CH2:20][CH2:21][O:22][CH2:23][CH2:24]2)[CH2:5][CH2:6][CH2:7][CH2:8][CH2:9]1. Reactants: [OH-].[Na+] (NaOH), [H][H] (hydrogen), Cl(=O)(=O)(=O)O (perchloric acid), N1C=NC(=C1)C=C1CCC=2C=CC(=NC2C1=O)C (7-(1H-imidazol-4-yl-methylene)-2-methyl-6,7-dihydro-5H-quinolin-8-one), N1C=NC(=C1)C=C1CCC=2C=CC(=NC2C1=O)C (7-(1H-imidazol-4-yl-methylene)-2-methyl-6,7-dihydro-5H-quinolin-8-one). Reagents/catalysts: [Pt]=O (platinum oxide). Run in FC(C(=O)O)(F)F (trifluoroacetic acid), C(Cl)(Cl)Cl.C(C)(C)O (chloroform isopropanol). The product is N1C=NC(=C1)CC1CCC=2C=CC(=NC2C1)C (7-(1H-imidazol-4-ylmethyl)-2-methyl-5,6,7,8-tetrahydro-quinoline). RXN SMILES: [NH:1]1[CH:5]=[C:4]([CH:6]=[C:7]2[C:16](=O)[C:15]3[N:14]=[C:13]([CH3:18])[CH:12]=[CH:11][C:10]=3[CH2:9][CH2:8]2)[N:3]=[CH:2]1.[H][H].Cl(O)(=O)(=O)=O.[OH-].[Na+]>FC(F)(F)C(O)=O.C(Cl)(Cl)Cl.C(O)(C)C.[Pt]=O>[NH:1]1[CH:5]=[C:4]([CH2:6][CH:7]2[CH2:16][C:15]3[N:14]=[C:13]([CH3:18])[CH:12]=[CH:11][C:10]=3[CH2:9][CH2:8]2)[N:3]=[CH:2]1 |f:3.4,6.7|. Procedure: A mixture of 7-(1H-imidazol-4-yl-methylene)-2-methyl-6,7-dihydro-5H-quinolin-8-one (Intermediate 200A4) (23.8 g, 99 mmol) in trifluoroacetic acid (120 mL) was hydrogenated under 50 psi of hydrogen in the presence of 70% perchloric acid (8 mL) and platinum oxide (12 g) for 16 h at rt. The mixture was filtered through a bed of celite, washed with ethyl acetate and evaporated to leave a residue. The residue was diluted with chloroform:isopropanol (3:1), basified with 2 M NaOH and the aqueous layer ...